This data is from the Open Reaction Database (ORD), a public repository of structured organic reaction records. The task is: describe an organic reaction: reactants, conditions, products, and yield Reactants: NCCSC1C2=C(OCC3=C1C=CC=C3)C=CC(=C2)C(=O)OC (methyl 11-(2-aminoethyl)thio-6,11-dihydrodibenz-[b,e]oxepin-2-carboxylate), NCCSC1C2=C(OCC3=C1C=CC=C3)C=CC(=C2)C(=O)OC (methyl 11-(2-aminoethyl)thio-6,11-dihydrodibenz-[b,e]oxepin-2-carboxylate), C1(=CC=CC=C1)S(=O)(=O)Cl (benzenesulfonyl chloride). Solvent: N1=CC=CC=C1 (pyridine). Conditions: time 8 hour. Product: C1(=CC=CC=C1)S(=O)(=O)NCCSC1C2=C(OCC3=C1C=CC=C3)C=CC(=C2)C(=O)OC (Methyl 11-[2-[(phenylsulfonyl)amino]ethyl]thio-6,11-dihydrodibenz-[b,e]oxepin-2-carboxylate). As a reaction SMILES: [NH2:1][CH2:2][CH2:3][S:4][CH:5]1[C:11]2[CH:12]=[CH:13][CH:14]=[CH:15][C:10]=2[CH2:9][O:8][C:7]2[CH:16]=[CH:17][C:18]([C:20]([O:22][CH3:23])=[O:21])=[CH:19][C:6]1=2.[C:24]1([S:30](Cl)(=[O:32])=[O:31])[CH:29]=[CH:28][CH:27]=[CH:26][CH:25]=1>N1C=CC=CC=1>[C:24]1([S:30]([NH:1][CH2:2][CH2:3][S:4][CH:5]2[C:11]3[CH:12]=[CH:13][CH:14]=[CH:15][C:10]=3[CH2:9][O:8][C:7]3[CH:16]=[CH:17][C:18]([C:20]([O:22][CH3:23])=[O:21])=[CH:19][C:6]2=3)(=[O:32])=[O:31])[CH:29]=[CH:28][CH:27]=[CH:26][CH:25]=1. Procedure details: In 100 ml of pyridine was dissolved 9.00 g of methyl 11-(2-aminoethyl)thio-6,11-dihydrodibenz-[b,e]oxepin-2-carboxylate (Compound f) obtained in Reference Example 6. Under ice cooling, 4.2 ml of benzenesulfonyl chloride was dropwise added to the solution and the mixture was stirred at room temperature overnight. Pieces of ice were added to the mixture. After stirring for further an hour, the solvent was distilled off under reduced pressure. The residue was extracted with 500 ml of ethyl acetate ... Product: Oc1cccc(CCCn2ccnn2)c1. RXN SMILES: [C:27].[CH2:1]([c:2]1[cH:3][cH:4][cH:5][cH:6][cH:7]1)[O:8][c:9]1[cH:10][c:11]([CH2:15][CH2:16][CH2:17][n:18]2[n:19][n:20][cH:21][cH:22]2)[cH:12][cH:13][cH:14]1.[CH3:25][OH:26].[H:23][H:24].[Pd:28]>>[OH:8][c:9]1[cH:10][c:11]([CH2:15][CH2:16][CH2:17][n:18]2[n:19][n:20][cH:21][cH:22]2)[cH:12][cH:13][cH:14]1. The reactants are C, c1ccc(COc2cccc(CCCn3ccnn3)c2)cc1, CO, [H][H], [Pd]. Procedure: To a solution of cis-2-(4-bromobenzoyl)-1-cyclohexanecarboxylic acid (4.0 g, 12.85 mmol) in MeOH (50 mL) was added 2,2-dimethoxypropane (2.01 g, 19.28 mmol) and HCl (4.0 M in dioxane, 1.20 mL). The resulting solution was stirred at 40° C. for 3 days, and then evaporated to dryness. The resulting residue was purified by flash chromatography (Biotage Flash 40M) using 3 to 6% ethyl acetate in hexanes to afford methyl cis-2-(4-bromobenzoyl)cyclohexane-carboxylate (1.76 g, 42%). LC-MS ret. time 3.40;... Reaction conditions: temperature 40 celsius, time 3 day. Reactants: BrC1=CC=C(C(=O)[C@@H]2[C@@H](CCCC2)C(=O)O)C=C1 (cis-2-(4-bromobenzoyl)-1-cyclohexanecarboxylic acid), COC(C)(C)OC (2,2-dimethoxypropane), Cl (HCl). Product: BrC1=CC=C(C(=O)[C@@H]2[C@@H](CCCC2)C(=O)OC)C=C1 (methyl cis-2-(4-bromobenzoyl)cyclohexane-carboxylate). The solvent is CO (MeOH). As a reaction SMILES: [Br:1][C:2]1[CH:18]=[CH:17][C:5]([C:6]([C@H:8]2[CH2:13][CH2:12][CH2:11][CH2:10][C@H:9]2[C:14]([OH:16])=[O:15])=[O:7])=[CH:4][CH:3]=1.[CH3:19]OC(OC)(C)C.Cl>CO>[Br:1][C:2]1[CH:3]=[CH:4][C:5]([C:6]([C@H:8]2[CH2:13][CH2:12][CH2:11][CH2:10][C@H:9]2[C:14]([O:16][CH3:19])=[O:15])=[O:7])=[CH:17][CH:18]=1. Yield: 42.1%. Starting materials: C(CCC)NC1=CC=CC=C1 (N-butylaniline), OC=1C=CC2=C(OC(=CO2)C(=O)O)C1 (7-hydroxy-1,4-benzodioxin-2-carboxylic acid). Product: OC=1C=CC2=C(OC(=CO2)C(=O)N(C2=CC=CC=C2)CCCC)C1 (7-HYDROXY-2-(N-BUTYLANILINOCARBONYL)-I,4-BENZODIOXIN). Yield: 78.0%. As a reaction SMILES: [CH2:1]([NH:5][C:6]1[CH:11]=[CH:10][CH:9]=[CH:8][CH:7]=1)[CH2:2][CH2:3][CH3:4].[OH:12][C:13]1[CH:14]=[CH:15][C:16]2[O:21][CH:20]=[C:19]([C:22](O)=[O:23])[O:18][C:17]=2[CH:25]=1>>[OH:12][C:13]1[CH:14]=[CH:15][C:16]2[O:21][CH:20]=[C:19]([C:22]([N:5]([CH2:1][CH2:2][CH2:3][CH3:4])[C:6]3[CH:11]=[CH:10][CH:9]=[CH:8][CH:7]=3)=[O:23])[O:18][C:17]=2[CH:25]=1. Procedure details: That compound is obtained in a yield of 78% starting from N-butylaniline and 7-hydroxy-1,4-benzodioxin-2-carboxylic acid.